From a dataset of the Open Reaction Database (ORD), a public repository of structured organic reaction records. describe an organic reaction: reactants, conditions, products, and yield The reactants are N2H4.H2O, [N+](=O)([O-])C1=C(C=2C(=NC=CC2)S1)N (2-nitrothieno[2,3-b]pyridin-3-amine), Cl (HCl), CCOC(=O)C (EtOAc). Reagents/catalysts: [Ni] (Ni). Run in CCO (EtOH). Reaction conditions: time 2 hour. The product is Cl.S1C(=C(C=2C1=NC=CC2)N)N (Thieno[2,3-b]pyridine-2,3-diamine HCl salt). RXN SMILES: [N+:1]([C:4]1[S:12][C:7]2=[N:8][CH:9]=[CH:10][CH:11]=[C:6]2[C:5]=1[NH2:13])([O-])=O.[ClH:14].CCOC(C)=O>CCO.[Ni]>[ClH:14].[S:12]1[C:7]2=[N:8][CH:9]=[CH:10][CH:11]=[C:6]2[C:5]([NH2:13])=[C:4]1[NH2:1] |f:5.6|. Procedure: To a suspension of 2-nitrothieno[2,3-b]pyridin-3-amine (1.1 g, 5.6 mmol) in EtOH (60 mL) was added Raney Ni (1 g), followed by slow addition of N2H4.H2O (1.4 g, 22 mmol). The mixture was stirred at room temperature for 2 h. A solution of HCl in EtOAc (1 M, 18 mL, 18 mmol) was added to the reaction mixture slowly, and the mixture was filtered. The filter cake was washed with EtOAc (20 mL×3), then dried under reduced pressure to give the crude product as a yellow solid (2.7 g). ESI MS: m/z 166 [M+... The reactants are CC(C)(C)c1cccc(N)c1, O=Cc1cnn2ccc(Cl)nc12, C1COCCO1. Yields the product CC(C)(C)c1cccc(Nc2ccn3ncc(C=O)c3n2)c1. As a reaction SMILES: [C:13]([CH3:14])([CH3:15])([CH3:16])[c:17]1[cH:18][c:19]([NH2:20])[cH:21][cH:22][cH:23]1.[Cl:1][c:2]1[n:3][c:4]2[n:5]([cH:6][cH:7]1)[n:8][cH:9][c:10]2[CH:11]=[O:12].[O:24]1[CH2:25][CH2:26][O:27][CH2:28][CH2:29]1>>[c:2]1([NH:20][c:19]2[cH:18][c:17]([C:13]([CH3:14])([CH3:15])[CH3:16])[cH:23][cH:22][cH:21]2)[n:3][c:4]2[n:5]([cH:6][cH:7]1)[n:8][cH:9][c:10]2[CH:11]=[O:12]. Starting materials: C(=O)C=1C(=NN(C1)C1=CC=CC=C1)OCC1=CC(=C(OCC=2N=C(OC2C)C=2C=CC(=C(C(=O)OC)C2)OS(=O)(=O)C)C=C1)OC (methyl 5-{4-[(4-{[(4-formyl-1-phenyl-1H-pyrazol-3-yl)oxy]methyl}2-methoxyphenoxy)methyl]-5-methyl-1,3-oxazol-2-yl}-2-(methanesulfonyloxy)benzoate), Cl (hydrochloric acid), [OH-].[Na+] (sodium hydroxide), C([O-])([O-])=O.[K+].[K+] (potassium carbonate), CI (methyl iodide). Run in O (Water), C(C)O (ethanol), O1CCCC1 (tetrahydrofuran), O (water), CN(C=O)C (N,N-dimethylformamide). Run at temperature 50 celsius, time 1 hour. Yields the product C(=O)C=1C(=NN(C1)C1=CC=CC=C1)OCC1=CC(=C(OCC=2N=C(OC2C)C=2C=CC(=C(C(=O)OC)C2)OC)C=C1)OC (methyl 5-{4-[(4-{[(4-formyl-1-phenyl-1H-pyrazol-3-yl)oxy]methyl}2-methoxyphenoxy)methyl]-5-methyl-1,3-oxazol-2-yl}-2-methoxybenzoate). Yield: 66.6%. As a reaction SMILES: [CH:1]([C:3]1[C:4]([O:14][CH2:15][C:16]2[CH:44]=[CH:43][C:19]([O:20][CH2:21][C:22]3[N:23]=[C:24]([C:28]4[CH:29]=[CH:30][C:31]([O:38]S(C)(=O)=O)=[C:32]([CH:37]=4)[C:33]([O:35][CH3:36])=[O:34])[O:25][C:26]=3[CH3:27])=[C:18]([O:45][CH3:46])[CH:17]=2)=[N:5][N:6]([C:8]2[CH:13]=[CH:12][CH:11]=[CH:10][CH:9]=2)[CH:7]=1)=[O:2].[OH-].[Na+].Cl.[C:50](=O)([O-])[O-].[K+].[K+].CI>O.CN(C)C=O.C(O)C.O1CCCC1>[CH:1]([C:3]1[C:4]([O:14][CH2:15][C:16]2[CH:44]=[CH:43][C:19]([O:20][CH2:21][C:22]3[N:23]=[C:24]([C:28]4[CH:29]=[CH:30][C:31]([O:38][CH3:50])=[C:32]([CH:37]=4)[C:33]([O:35][CH3:36])=[O:34])[O:25][C:26]=3[CH3:27])=[C:18]([O:45][CH3:46])[CH:17]=2)=[N:5][N:6]([C:8]2[CH:13]=[CH:12][CH:11]=[CH:10][CH:9]=2)[CH:7]=1)=[O:2] |f:1.2,4.5.6|. Reported procedure: To a mixture of methyl 5-{4-[(4-{[(4-formyl-1-phenyl-1H-pyrazol-3-yl)oxy]methyl}2-methoxyphenoxy)methyl]-5-methyl-1,3-oxazol-2-yl}-2-(methanesulfonyloxy)benzoate (0.50 g), tetrahydrofuran (3 mL) and ethanol (3 mL) was added 1N aqueous sodium hydroxide solution (3 mL), and the mixture was stirred at 50° C. for 1 hr. To the reaction mixture were added 1N hydrochloric acid (3 mL) and water, and the mixture was extracted with ethyl acetate. The organic layer was washed with saturated brine, dried ov... The reactants are [N+](=O)([O-])C1=CC=C(C[PH2]=O)C=C1 (1-(4-nitrobenzyl)phosphorane-1-oxide). Reagents/catalysts: [Pd] (Pd—C). Run in C(C)O (ethanol). Run at time 24 hour. Yields the product NC1=CC=C(C[PH2]=O)C=C1 (1-(4-aminobenzyl)phosphorane-1-oxide). Yield: 59.7%. RXN SMILES: [N+:1]([C:4]1[CH:12]=[CH:11][C:7]([CH2:8][PH2:9]=[O:10])=[CH:6][CH:5]=1)([O-])=O>C(O)C.[Pd]>[NH2:1][C:4]1[CH:12]=[CH:11][C:7]([CH2:8][PH2:9]=[O:10])=[CH:6][CH:5]=1. Procedure: A mixture of 1-(4-nitrobenzyl)phosphorane-1-oxide (1.80 g) and 10% Pd—C (0.2 g) in ethanol (30 ml) was vigorously stirred under hydrogen atmosphere for 24 hours, and the catalyst was filtered off. The filtrate was concentrated and purified with column chromatography (ethanol/ethyl acetate=1:2) and recrystallized from ethanol-diethylether to give 1-(4-aminobenzyl)phosphorane-1-oxide (0.90 g) as colorless crystals. Reactants: CCN=C=NCCCN(C)C, CS(=O)(=O)c1ccc(C(CC2CCOCC2)C(=O)O)cc1, CN(C)C=O, On1nnc2ccccc21, Nc1nccs1. Yields the product CS(=O)(=O)c1ccc(C(CC2CCOCC2)C(=O)Nc2nccs2)cc1. Reaction SMILES: [CH3:1][CH2:2][N:3]=[C:4]=[N:5][CH2:6][CH2:7][CH2:8][N:9]([CH3:10])[CH3:11].[CH3:22][S:23](=[O:24])(=[O:25])[c:26]1[cH:27][cH:28][c:29]([CH:32]([C:33](=[O:34])[OH:35])[CH2:36][CH:37]2[CH2:38][CH2:39][O:40][CH2:41][CH2:42]2)[cH:30][cH:31]1.[O:49]=[CH:50][N:51]([CH3:52])[CH3:53].[OH:12][n:13]1[c:14]2[c:15]([cH:16][cH:17][cH:18][cH:19]2)[n:20][n:21]1.[s:43]1[c:44]([NH2:48])[n:45][cH:46][cH:47]1>>[CH3:22][S:23](=[O:24])(=[O:25])[c:26]1[cH:27][cH:28][c:29]([CH:32]([C:33](=[O:35])[NH:48][c:44]2[s:43][cH:47][cH:46][n:45]2)[CH2:36][CH:37]2[CH2:38][CH2:39][O:40][CH2:41][CH2:42]2)[cH:30][cH:31]1. Starting materials: O=C(Cl)c1ccccc1, NC(=O)c1nnn(Cc2ccccc2)c1NC=O, Cl, [Na+], [OH-]. The product is NC(=O)c1nnn(Cc2ccccc2)c1NC(=O)c1ccccc1. RXN SMILES: [C:19]([c:20]1[cH:21][cH:22][cH:23][cH:24][cH:25]1)([Cl:26])=[O:27].[CH2:1]([c:2]1[cH:3][cH:4][cH:5][cH:6][cH:7]1)[n:8]1[n:9][n:10][c:11]([C:16]([NH2:17])=[O:18])[c:12]1[NH:13][CH:14]=[O:15].[ClH:28].[Na+:30].[OH-:29]>>[CH2:1]([c:2]1[cH:3][cH:4][cH:5][cH:6][cH:7]1)[n:8]1[n:9][n:10][c:11]([C:16]([NH2:17])=[O:18])[c:12]1[NH:13][C:14](=[O:15])[c:20]1[cH:21][cH:22][cH:23][cH:24][cH:25]1. Reactants: solid, COCCCN (3-methoxypropylamine), ClC=1C(=NC=C(C1)C1=NOC(=N1)C1=CC(=C(C=C1)C1=C(C=CC=C1)C)COC)O (3-chloro-5-(5-(2-(methoxymethyl)-2′-methylbiphenyl-4-yl)-1,2,4-oxadiazol-3-yl)pyridin-2-ol), CCN(C(C)C)C(C)C (DIEA), P(=O)(Cl)(Cl)Cl (phosphorus oxychloride), CCN(C(C)C)C(C)C (DIEA). Solvent: CC#N (MeCN), C1(=CC=CC=C1)C (toluene). Reaction conditions: temperature 120 celsius. Product: ClC=1C(=NC=C(C1)C1=NOC(=N1)C1=CC(=C(C=C1)C1=C(C=CC=C1)C)COC)NCCCOC (3-chloro-5-(5-(2-(methoxymethyl)-2′-methylbiphenyl-4-yl)-1,2,4-oxadiazol-3-yl)-N-(3-methoxypropyl)pyridin-2-amine). Reaction SMILES: [Cl:1][C:2]1[C:3](O)=[N:4][CH:5]=[C:6]([C:8]2[N:12]=[C:11]([C:13]3[CH:18]=[CH:17][C:16]([C:19]4[CH:24]=[CH:23][CH:22]=[CH:21][C:20]=4[CH3:25])=[C:15]([CH2:26][O:27][CH3:28])[CH:14]=3)[O:10][N:9]=2)[CH:7]=1.CCN(C(C)C)C(C)C.P(Cl)(Cl)(Cl)=O.[CH3:44][O:45][CH2:46][CH2:47][CH2:48][NH2:49]>C1(C)C=CC=CC=1.CC#N>[Cl:1][C:2]1[C:3]([NH:49][CH2:48][CH2:47][CH2:46][O:45][CH3:44])=[N:4][CH:5]=[C:6]([C:8]2[N:12]=[C:11]([C:13]3[CH:18]=[CH:17][C:16]([C:19]4[CH:24]=[CH:23][CH:22]=[CH:21][C:20]=4[CH3:25])=[C:15]([CH2:26][O:27][CH3:28])[CH:14]=3)[O:10][N:9]=2)[CH:7]=1. Procedure: To a solution of 3-chloro-5-(5-(2-(methoxymethyl)-2′-methylbiphenyl-4-yl)-1,2,4-oxadiazol-3-yl)pyridin-2-ol (0.702 g; 1.72 mmol) and DIEA (0.24 mL; 1.38 mmol) in toluene (30 mL) was added phosphorus oxychloride (0.192 mL; 2.06 mmol). The reaction mixture was heated at 120° C. for 2 hours. The solvent was removed in vacuo and the residue tritutrated with MeCN to afford a solid. A portion of the solid (0.150 g) combined with 3-methoxypropylamine (0.039 mL; 0.39 mmol) and DIEA (0.104 mL; 0.60 mmol)...